This data is from the Open Reaction Database (ORD), a public repository of structured organic reaction records. The task is: describe an organic reaction: reactants, conditions, products, and yield Reactants: BrCC(=CC(C(=O)OCC)NC=O)CCOCC(=O)OCC (ethyl 4-bromomethyl-6-ethoxycarbonylmethoxy-2-formylaminohex-3-enoate), P(OC(C)C)(OC(C)C)OC(C)C (triisopropyl phosphite). Reaction conditions: time 18 hour. The product is C(C)OC(=O)COCCC(=CC(C(=O)OCC)NC=O)CP(=O)(OC(C)C)OC(C)C (ethyl 6-ethoxycarbonylmethoxy-2-formylamino-4-diisopropylphosphonomethyl-hex-3-enoate). As a reaction SMILES: Br[CH2:2][C:3]([CH2:14][CH2:15][O:16][CH2:17][C:18]([O:20][CH2:21][CH3:22])=[O:19])=[CH:4][CH:5]([NH:11][CH:12]=[O:13])[C:6]([O:8][CH2:9][CH3:10])=[O:7].[P:23]([O:32]C(C)C)([O:28][CH:29]([CH3:31])[CH3:30])[O:24][CH:25]([CH3:27])[CH3:26]>>[CH2:21]([O:20][C:18]([CH2:17][O:16][CH2:15][CH2:14][C:3]([CH2:2][P:23]([O:28][CH:29]([CH3:31])[CH3:30])([O:24][CH:25]([CH3:27])[CH3:26])=[O:32])=[CH:4][CH:5]([NH:11][CH:12]=[O:13])[C:6]([O:8][CH2:9][CH3:10])=[O:7])=[O:19])[CH3:22]. Procedure details: 9 g (23.7 mmol) of ethyl 4-bromomethyl-6-ethoxycarbonylmethoxy-2-formylaminohex-3-enoate and 23.3 ml (94.8 mmol) of triisopropyl phosphite (90%) are heated to 80° C. and stirred for 18 hours under a pressure of 100 mbar. Excess triisopropyl phosphite is removed by distillation and the residue is chromatographed on silica gel with hexane/ethyl acetate 1:3 and then with hexane/ethyl acetate/ethanol (1:3:5%) giving ethyl 6-ethoxycarbonylmethoxy-2-formylamino-4-diisopropylphosphonomethyl-hex-3-enoat... Starting materials: COC=1C=C(C=CC1)S(=O)(=O)CCCN1C(C2=CC=CC=C2C1=O)=O (2-{3-[(3-methoxyphenyl)sulfonyl]propyl}-1H-isoindole-1,3(2H)-dione), Br (HBr). Solvent: C(C)(=O)O (acetic acid). The product is Br.NCCCS(=O)(=O)C=1C=C(C=CC1)O (3-[(3-aminopropyl)sulfonyl]phenol Hydrobromide). As a reaction SMILES: C[O:2][C:3]1[CH:4]=[C:5]([S:9]([CH2:12][CH2:13][CH2:14][N:15]2C(=O)C3C(=CC=CC=3)C2=O)(=[O:11])=[O:10])[CH:6]=[CH:7][CH:8]=1.[BrH:26]>C(O)(=O)C>[BrH:26].[NH2:15][CH2:14][CH2:13][CH2:12][S:9]([C:5]1[CH:4]=[C:3]([OH:2])[CH:8]=[CH:7][CH:6]=1)(=[O:10])=[O:11] |f:3.4|. Reported procedure: The sulfone from Step B (1.32 g, 3.67 mmol) in acetic acid (2 mL) and 48% HBr (2 mL) was heated at 100° C. for 72 hours. The reaction mixture was concentrated and the solid residue triturated with ether (200 mL) to produce the title compound as a grey solid. Starting materials: N(=O)[O-].[Na+] (sodium nitrite), N (ammonia), [I-].[K+] (potassium iodide), [I-] (iodide), COC=1C=CC(=C(C1)N)C1CC2=CC=C(C=C2CC1)OC (5-methoxy-2-(6-methoxy-1,2,3,4-tetrahydronaphthalen-2-yl)phenylamine), S(O)(O)(=O)=O (sulfuric acid). Run in O (water), O (water), C(C)(=O)O (acetic acid). Run at time 30 minute. Product: IC1=C(C=CC(=C1)OC)C1CC2=CC=C(C=C2CC1)OC (2-(2-Iodo-4-methoxyphenyl)-6-methoxy-1,2,3,4-tetrahydronaphthalene). Isolated yield 44.6%. Reaction SMILES: [CH3:1][O:2][C:3]1[CH:4]=[CH:5][C:6]([CH:10]2[CH2:19][CH2:18][C:17]3[C:12](=[CH:13][CH:14]=[C:15]([O:20][CH3:21])[CH:16]=3)[CH2:11]2)=[C:7](N)[CH:8]=1.S(=O)(=O)(O)O.N([O-])=O.[Na+].[I-:31].[K+].[I-].N>O.C(O)(=O)C>[I:31][C:7]1[CH:8]=[C:3]([O:2][CH3:1])[CH:4]=[CH:5][C:6]=1[CH:10]1[CH2:19][CH2:18][C:17]2[C:12](=[CH:13][CH:14]=[C:15]([O:20][CH3:21])[CH:16]=2)[CH2:11]1 |f:2.3,4.5|. Procedure: The title compound was synthesized by referring to J. Org. Chem., 1984, 49, 296. To 5-methoxy-2-(6-methoxy-1,2,3,4-tetrahydronaphthalen-2-yl)phenylamine (5.0 g) was added dropwise acetic acid (50 ml) and concentrated sulfuric acid (2 ml) over 30 minutes on an ice bath, a solution of sodium nitrite (1.3 g) in water (20 ml) was then added thereto followed by stirring for 30 minutes. A solution of potassium iodide (3.5 g) and iodide (2.7 g) in water (30 ml) was added dropwise thereto over 30 minute... Starting materials: 11q, C(C1=CC=CC=C1)N([C@@H]1[C@@H](C[C@@H](CC1)N(C)C(C)C)CC#N)CC1=CC=CC=C1 (2-((1S,2S,5R)-2-(dibenzylamino)-5-(isopropyl(methyl)amino)cyclohexyl)acetonitrile), C(C)(C)[Li] (isopropyl lithium), CCCCC (pentane), C1CCOC1 (THF). Conditions: temperature -7 celsius, time 2.5 hour. Product: C(C1=CC=CC=C1)N([C@@H]1[C@@H](C[C@@H](CC1)N(C)C(C)C)CC(C(C)C)=O)CC1=CC=CC=C1 (1-((1S,2S,5R)-2-(dibenzylamino)-5-(isopropyl(methyl)amino)cyclohexyl)-3-methylbutan-2-one). RXN SMILES: [CH2:1]([N:8]([CH2:23][C:24]1[CH:29]=[CH:28][CH:27]=[CH:26][CH:25]=1)[C@H:9]1[CH2:14][CH2:13][C@@H:12]([N:15]([CH:17]([CH3:19])[CH3:18])[CH3:16])C[C@H]1CC#N)[C:2]1[CH:7]=[CH:6][CH:5]=[CH:4][CH:3]=1.[CH:30]([Li])([CH3:32])[CH3:31].CCCCC.[CH2:39]1[CH2:43][O:42][CH2:41][CH2:40]1>>[CH2:1]([N:8]([CH2:23][C:24]1[CH:25]=[CH:26][CH:27]=[CH:28][CH:29]=1)[C@H:9]1[CH2:14][CH2:13][C@@H:12]([N:15]([CH:17]([CH3:19])[CH3:18])[CH3:16])[CH2:43][C@H:39]1[CH2:40][C:41](=[O:42])[CH:30]([CH3:32])[CH3:31])[C:2]1[CH:7]=[CH:6][CH:5]=[CH:4][CH:3]=1. Procedure: Examples 11p and 11q, Step 7: To a solution of 2-((1S,2S,5R)-2-(dibenzylamino)-5-(isopropyl(methyl)amino)cyclohexyl)acetonitrile (0.996 g, 2.56 mmoles) in 10 ml of anhydrous THF at −78° C. was added 0.7M-isopropyl lithium in pentane (5.5 ml, 3.84 mmoles) dropwise, and the mixture was stirred for 2.5 hours while the temperature was raised to −7° C. gradually. The reaction was quenched with saturated NH4Cl and then the solution was made basic with saturated NaHCO3. It was extracted with EtOAc (2×)... Reactants: C=CCCCCCCCCCCCCCCC (1-heptadecene), ClC1=CC(=CC=C1)C(=O)OO (m-chloroperbenzoic acid). The solvent is ClCCl (dichloromethane), ClCCl (dichloromethane). Conditions: time 8 hour. The product is O1CC1CCCCCCCCCCCCCCC (1,2-Epoxyheptadecane). Isolated yield 57.2%. Reaction SMILES: [CH2:1]=[CH:2][CH2:3][CH2:4][CH2:5][CH2:6][CH2:7][CH2:8][CH2:9][CH2:10][CH2:11][CH2:12][CH2:13][CH2:14][CH2:15][CH2:16][CH3:17].ClC1C=CC=C(C(OO)=[O:26])C=1>ClCCl>[O:26]1[CH:2]([CH2:3][CH2:4][CH2:5][CH2:6][CH2:7][CH2:8][CH2:9][CH2:10][CH2:11][CH2:12][CH2:13][CH2:14][CH2:15][CH2:16][CH3:17])[CH2:1]1. Reported procedure: In 100 ml of dichloromethane was dissolved 26.2 g (0.11 mole) of 1-heptadecene, and a solution of 24.5 g of m-chloroperbenzoic acid in 250 ml of dichloromethane was added dropwise to the solution. The mixture was stirred at room temperature overnight. The resulting crystalline precipitate was filtered off and the filtrate was washed with water, aqueous sodium sulfite, aqueous sodium hydrogen carbonate and aqueous sodium chloride, dried and concentrated. The residue was purified by silica gel col... Run at time 4 hour. Product: BrC1=C(C=C(C=C1)[N+](=O)[O-])CNCCCO (3-{[(2-bromo-5-nitrophenyl)methyl]amino}propan-1-ol). As a reaction SMILES: [Br:1][C:2]1[CH:9]=[CH:8][C:7]([N+:10]([O-:12])=[O:11])=[CH:6][C:3]=1[CH:4]=O.[NH2:13][CH2:14][CH2:15][CH2:16][OH:17].C(O[BH-](OC(=O)C)OC(=O)C)(=O)C.[Na+].C(O)(=O)C>C(Cl)Cl>[Br:1][C:2]1[CH:9]=[CH:8][C:7]([N+:10]([O-:12])=[O:11])=[CH:6][C:3]=1[CH2:4][NH:13][CH2:14][CH2:15][CH2:16][OH:17] |f:2.3|. Procedure details: To a stirring solution of 2-bromo-5-nitrobenzaldehyde (1 eq) in methylene chloride (0.1 M) at room temperature was added 3-amino-1-propanol (2 eq). After stirring for 4 hr, sodium triacetoxyborohydride (2 eq) and acetic acid (5 eq) was added. The reaction mixture was stirred for 3 hr and carefully quenched with methanol. The organic phase was washed with saturated sodium bicarbonate and brine. The organic phase was dried over anhydrous sodium sulfate, filtered, concentrated in vacuo and purified... Reactants: BrC1=C(C=O)C=C(C=C1)[N+](=O)[O-] (2-bromo-5-nitrobenzaldehyde), NCCCO (3-amino-1-propanol), C(C)(=O)O[BH-](OC(C)=O)OC(C)=O.[Na+] (sodium triacetoxyborohydride), C(C)(=O)O (acetic acid). Solvent: C(Cl)Cl (methylene chloride). Reactants: CCOC(C)=O, Cc1nnc(C(C)(C)c2ccc([N+](=O)[O-])cc2)o1. Yields the product Cc1nnc(C(C)(C)c2ccc(N)cc2)o1. As a reaction SMILES: [CH3:19][CH2:20][O:21][C:22]([CH3:23])=[O:24].[CH3:1][c:2]1[o:3][c:4]([C:7]([CH3:8])([c:9]2[cH:10][cH:11][c:12]([N+:15]([O-:16])=[O:17])[cH:13][cH:14]2)[CH3:18])[n:5][n:6]1>>[CH3:1][c:2]1[o:3][c:4]([C:7]([CH3:8])([c:9]2[cH:10][cH:11][c:12]([NH2:15])[cH:13][cH:14]2)[CH3:18])[n:5][n:6]1. Starting materials: CC#N, O=C1CCC(=O)N1Cl, CCC1CN(C(=O)C(F)(F)F)CCc2cc(OC)ccc21. Product: CCC1CN(C(=O)C(F)(F)F)CCc2cc(OC)c(Cl)cc21. Reaction SMILES: [CH3:30][C:31]#[N:32].[Cl:22][N:23]1[C:24](=[O:25])[CH2:26][CH2:27][C:28]1=[O:29].[F:1][C:2]([C:3](=[O:4])[N:5]1[CH2:6][CH2:7][c:8]2[c:9]([cH:14][cH:15][c:16]([O:18][CH3:19])[cH:17]2)[CH:10]([CH2:12][CH3:13])[CH2:11]1)([F:20])[F:21]>>[F:1][C:2]([C:3](=[O:4])[N:5]1[CH2:6][CH2:7][c:8]2[c:9]([cH:14][c:15]([Cl:22])[c:16]([O:18][CH3:19])[cH:17]2)[CH:10]([CH2:12][CH3:13])[CH2:11]1)([F:20])[F:21]. The reactants are CC(C)(C)[Si](C)(C)Oc1ccc2c(c1)OC(O)C1=C2CCOc2cc(O[Si](C)(C)C(C)(C)C)ccc21, [Li]CCCC, C1CCOC1, Cc1ccccc1, CCOC(C)=O, Cl, Ic1ccc(OCCN2CCCCC2)cc1. Product: CC(C)(C)[Si](C)(C)Oc1ccc2c(c1)OC(c1ccc(OCCN3CCCCC3)cc1)C1=C2CCOc2cc(O[Si](C)(C)C(C)(C)C)ccc21. RXN SMILES: [C:22]([CH3:23])([CH3:24])([CH3:25])[Si:26]([O:27][c:28]1[cH:29][c:30]2[c:31]([cH:54][cH:55]1)[C:32]1=[C:33]([c:34]3[cH:35][cH:36][c:37]([O:43][Si:44]([CH3:45])([CH3:46])[C:47]([CH3:48])([CH3:49])[CH3:50])[cH:38][c:39]3[O:40][CH:41]1[OH:42])[CH2:51][CH2:52][O:53]2)([CH3:56])[CH3:57].[CH2:17]([Li:18])[CH2:19][CH2:20][CH3:21].[CH2:58]1[O:59][CH2:60][CH2:61][CH2:62]1.[CH3:63][c:64]1[cH:65][cH:66][cH:67][cH:68][cH:69]1.[CH3:71][CH2:72][O:73][C:74]([CH3:75])=[O:76].[ClH:70].[I:1][c:2]1[cH:3][cH:4][c:5]([O:6][CH2:7][CH2:8][N:9]2[CH2:10][CH2:11][CH2:12][CH2:13][CH2:14]2)[cH:15][cH:16]1>>[c:2]1([CH:41]2[C:32]3=[C:33]([c:34]4[cH:35][cH:36][c:37]([O:43][Si:44]([CH3:45])([CH3:46])[C:47]([CH3:48])([CH3:49])[CH3:50])[cH:38][c:39]4[O:40]2)[CH2:51][CH2:52][O:53][c:30]2[cH:29][c:28]([O:27][Si:26]([C:22]([CH3:23])([CH3:24])[CH3:25])([CH3:56])[CH3:57])[cH:55][cH:54][c:31]23)[cH:3][cH:4][c:5]([O:6][CH2:7][CH2:8][N:9]2[CH2:10][CH2:11][CH2:12][CH2:13][CH2:14]2)[cH:15][cH:16]1.